From a dataset of the Open Reaction Database (ORD), a public repository of structured organic reaction records. describe an organic reaction: reactants, conditions, products, and yield Reactants: BrC=1C=CC(=C(C1)C(CCNC(C(F)(F)F)=O)O)Cl (N-(3-(5-bromo-2-chlorophenyl)-3-hydroxypropyl)-2,2,2-trifluoroacetamide), C(#C)C(CCC)(CCC)O (4-ethynylheptan-4-ol). Product: ClC1=C(C=C(C=C1)C#CC(CCC)(CCC)O)C(CCNC(C(F)(F)F)=O)O (N-(3-(2-chloro-5-(3-hydroxy-3-propylhex-1-ynyl)phenyl)-3-hydroxypropyl)-2,2,2-trifluoroacetamide). RXN SMILES: Br[C:2]1[CH:3]=[CH:4][C:5]([Cl:19])=[C:6]([CH:8]([OH:18])[CH2:9][CH2:10][NH:11][C:12](=[O:17])[C:13]([F:16])([F:15])[F:14])[CH:7]=1.[C:20]([C:22]([OH:29])([CH2:26][CH2:27][CH3:28])[CH2:23][CH2:24][CH3:25])#[CH:21]>>[Cl:19][C:5]1[CH:4]=[CH:3][C:2]([C:21]#[C:20][C:22]([OH:29])([CH2:26][CH2:27][CH3:28])[CH2:23][CH2:24][CH3:25])=[CH:7][C:6]=1[CH:8]([OH:18])[CH2:9][CH2:10][NH:11][C:12](=[O:17])[C:13]([F:16])([F:15])[F:14]. Procedure details: N-(3-(5-bromo-2-chlorophenyl)-3-hydroxypropyl)-2,2,2-trifluoroacetamide was coupled with alkynol 20 to give N-(3-(2-chloro-5-(3-hydroxy-3-propylhex-1-ynyl)phenyl)-3-hydroxypropyl)-2,2,2-trifluoroacetamide as a pale yellow oil. Yield (1.03 g, 68%): 1H NMR (400 MHz, DMSO-d6) δ 9.42 (t, J=5.6 Hz, 1H), 7.53 (d, J=2.0 Hz, 1H), 7.34 (d, J=8.0 Hz, 1H), 7.23 (dd, J=8.0 Hz, 2.0, 1H), 5.57 (d, J=4.0 Hz, 1H), 5.17 (s, 1H), 4.87-4.82 (m, 1H), 3.33-3.28 (m, 2H), 1.87-1.79 (m, 1H), 1.66-1.39 (m, 9H), 0.89 (t,... Starting materials: CN1CCCC1CCn1ccc2cc(CN)ccc21, CCO, CSC(=N)c1cccs1, CCOCC, I. RXN SMILES: [CH3:1][N:2]1[CH:3]([CH2:7][CH2:8][n:9]2[cH:10][cH:11][c:12]3[cH:13][c:14]([CH2:18][NH2:19])[cH:15][cH:16][c:17]23)[CH2:4][CH2:5][CH2:6]1.[CH3:20][CH2:21][OH:22].[CH3:24][S:25][C:26](=[NH:27])[c:28]1[s:29][cH:30][cH:31][cH:32]1.[CH3:33][CH2:34][O:35][CH2:36][CH3:37].[IH:23]>>[CH3:1][N:2]1[CH:3]([CH2:7][CH2:8][n:9]2[cH:10][cH:11][c:12]3[cH:13][c:14]([CH2:18][NH:19][C:26](=[NH:27])[c:28]4[s:29][cH:30][cH:31][cH:32]4)[cH:15][cH:16][c:17]23)[CH2:4][CH2:5][CH2:6]1. The product is CN1CCCC1CCn1ccc2cc(CNC(=N)c3cccs3)ccc21. The reactants are C=Cc1ccccc1, Cc1ccccc1, CCO[SiH](C)C, [Pt]. Yields the product CCO[Si](C)(C)CCc1ccccc1. As a reaction SMILES: [CH2:1]=[CH:2][c:3]1[cH:4][cH:5][cH:6][cH:7][cH:8]1.[CH3:16][c:17]1[cH:18][cH:19][cH:20][cH:21][cH:22]1.[CH3:9][SiH:10]([O:11][CH2:12][CH3:13])[CH3:14].[Pt:15]>>[CH2:1]([CH2:2][c:3]1[cH:4][cH:5][cH:6][cH:7][cH:8]1)[Si:10]([CH3:9])([O:11][CH2:12][CH3:13])[CH3:14]. The reactants are C(#N)C1=CC=C(C=C1)NNC(=O)OC(C)(C)C (tert-butyl 2-(4-cyanophenyl)hydrazinecarboxylate), ClC1=C(C(=O)N=C=O)C(=CC=C1)F (2-chloro-6-fluorobenzoyl isocyanate). Run in C(Cl)Cl (DCM). Conditions: time 2 hour. Yields the product ClC1=C(C(=O)NC(=O)N(NC(=O)OC(C)(C)C)C2=CC=C(C=C2)C#N)C(=CC=C1)F (tert-butyl 2-((2-chloro-6-fluorobenzoyl)carbamoyl)-2-(4-cyanophenyl)hydrazinecarboxylate). The yield is 92414.5%. RXN SMILES: [C:1]([C:3]1[CH:8]=[CH:7][C:6]([NH:9][NH:10][C:11]([O:13][C:14]([CH3:17])([CH3:16])[CH3:15])=[O:12])=[CH:5][CH:4]=1)#[N:2].[Cl:18][C:19]1[CH:29]=[CH:28][CH:27]=[C:26]([F:30])[C:20]=1[C:21]([N:23]=[C:24]=[O:25])=[O:22]>C(Cl)Cl>[Cl:18][C:19]1[CH:29]=[CH:28][CH:27]=[C:26]([F:30])[C:20]=1[C:21]([NH:23][C:24]([N:9]([C:6]1[CH:7]=[CH:8][C:3]([C:1]#[N:2])=[CH:4][CH:5]=1)[NH:10][C:11]([O:13][C:14]([CH3:17])([CH3:16])[CH3:15])=[O:12])=[O:25])=[O:22]. Reported procedure: To a solution of tert-butyl 2-(4-cyanophenyl)hydrazinecarboxylate (2.5 g, 0.01 mmol) in DCM (15 mL) was added 2-chloro-6-fluorobenzoyl isocyanate (Intermediate-8, 2.56 g, 0.012 mmol). The reaction mass was stirred at RT for 2 h. Excess of solvent was removed under vacuum to afford 4.0 g of desired product. 1H NMR (300 MHz, DMSO d6): δ 1.42 (s, 9H), 7.25-7.38 (m, 2H), 7.47-7.60 (m, 3H), 7.82-7.85 (m, 2H), 9.96 (br s, 1H), 11.43 (br s, 1H); MS (m/z): 431.02 (M+H)+. The solvent is C(Cl)(Cl)Cl (chloroform). Procedure: 5.8 G of 2-(4-chlorophenoxy)butyryl chloride (0.025 mol) are added dropwise, with stirring and whilst cooling with an ice bath at 0°C and working under nitrogen, to 3.65 g (0.025 mol) of indane-1,3-dione in 20 ml of pyridine containing two drops of piperidine. After stirring the mixture for 18 hours, it is poured onto ice and acidified with hydrochloric acid, and the resulting mixture is ectracted with chloroform. After evaporating the solvent, the residue is crystallised from ethyl acetate to g... Reactants: ClC1=CC=C(OC(C(=O)Cl)CC)C=C1 (2-(4-chlorophenoxy)butyryl chloride), Cl (hydrochloric acid), C1(CC(C2=CC=CC=C12)=O)=O (indane-1,3-dione), N1CCCCC1 (piperidine). As a reaction SMILES: [Cl:1][C:2]1[CH:14]=[CH:13][C:5]([O:6][CH:7]([CH2:11][CH3:12])[C:8](Cl)=[O:9])=[CH:4][CH:3]=1.[C:15]1(=[O:25])[C:23]2[C:18](=[CH:19][CH:20]=[CH:21][CH:22]=2)[C:17](=[O:24])[CH2:16]1.N1CCCCC1.Cl>N1C=CC=CC=1.C(Cl)(Cl)Cl>[Cl:1][C:2]1[CH:14]=[CH:13][C:5]([O:6][CH:7]([CH2:11][CH3:12])[C:8]([CH:16]2[C:15](=[O:25])[C:23]3[C:18](=[CH:19][CH:20]=[CH:21][CH:22]=3)[C:17]2=[O:24])=[O:9])=[CH:4][CH:3]=1. Product: ClC1=CC=C(OC(C(=O)C2C(C3=CC=CC=C3C2=O)=O)CC)C=C1 (2-[2'-(4"-chlorophenoxy)butyryl]indane-1,3-dione). Isolated yield 18.1%. Conditions: temperature 0 celsius. Reagents/catalysts: N1=CC=CC=C1 (pyridine). The reactants are C(Cl)(Cl)Cl (CHCl3), ClC=1C=CC=2N(N1)C=C(N2)NC(C)=O (N-(6-chloroimidazo[1,2-b]pyridazin-2-yl)acetamide), C1CC(=O)N(C1=O)I (n-iodosuccinimide). The solvent is O (water). The product is ClC=1C=CC=2N(N1)C(=C(N2)NC(C)=O)I (N-(6-chloro-3-iodoimidazo[1,2-b]pyridazin-2-yl)acetamide). Isolated yield 83.4%. As a reaction SMILES: C(Cl)(Cl)Cl.[Cl:5][C:6]1[CH:7]=[CH:8][C:9]2[N:10]([CH:12]=[C:13]([NH:15][C:16](=[O:18])[CH3:17])[N:14]=2)[N:11]=1.C1C(=O)N([I:26])C(=O)C1>O>[Cl:5][C:6]1[CH:7]=[CH:8][C:9]2[N:10]([C:12]([I:26])=[C:13]([NH:15][C:16](=[O:18])[CH3:17])[N:14]=2)[N:11]=1. Reported procedure: To a CHCl3 (20 mL) solution of N-(6-chloroimidazo[1,2-b]pyridazin-2-yl)acetamide (320.4 mg, 1521 μmol) was added n-iodosuccinimide (167.4 μl, 1673 μmol) as a solid in a single portion. The solution was maintained at rt for 20 min, then poured into water. The resulting mixture was extracted with CH2Cl2 (1×50 mL). The layers were separated and the organic layer was washed with saturated aqueous Na2S2O3 (1×20 mL) and brine (1×10 mL). The organic layer was dried (Na2SO4) and concentrated for purific... Starting materials: COc1ccc(CBr)c(C#N)c1, Cc1cccnc1CNC(C)c1ccccn1, CC#N, CCN(C(C)C)C(C)C. Product: COc1ccc(CN(Cc2ncccc2C)C(C)c2ccccn2)c(C#N)c1. RXN SMILES: [Br:18][CH2:19][c:20]1[c:21]([C:22]#[N:23])[cH:24][c:25]([O:28][CH3:29])[cH:26][cH:27]1.[CH3:1][c:2]1[c:3]([CH2:8][NH:9][CH:10]([CH3:11])[c:12]2[n:13][cH:14][cH:15][cH:16][cH:17]2)[n:4][cH:5][cH:6][cH:7]1.[CH3:39][C:40]#[N:41].[CH:30]([N:31]([CH2:32][CH3:33])[CH:34]([CH3:35])[CH3:36])([CH3:37])[CH3:38]>>[CH3:1][c:2]1[c:3]([CH2:8][N:9]([CH:10]([CH3:11])[c:12]2[n:13][cH:14][cH:15][cH:16][cH:17]2)[CH2:19][c:20]2[c:21]([C:22]#[N:23])[cH:24][c:25]([O:28][CH3:29])[cH:26][cH:27]2)[n:4][cH:5][cH:6][cH:7]1.